From a dataset of the Open Reaction Database (ORD), a public repository of structured organic reaction records. describe an organic reaction: reactants, conditions, products, and yield The reactants are BrC=1C=C2C=CC(=CC2=CC1)O (6-bromo-2-naphthol), [H-].[Na+] (sodium hydride), ICCCC (1-iodobutane), CN(C)C=O (DMF). The solvent is O (H2O), C1CCOC1 (THF), petroleum ether, C1CCOC1 (THF). Yields the product BrC1=CC2=CC=C(C=C2C=C1)OCCCC (2-Bromo-6-butoxynaphthalene). The yield is 92.2%. RXN SMILES: [H-].[Na+].[Br:3][C:4]1[CH:5]=[C:6]2[C:11](=[CH:12][CH:13]=1)[CH:10]=[C:9]([OH:14])[CH:8]=[CH:7]2.I[CH2:16][CH2:17][CH2:18][CH3:19].CN(C=O)C>C1COCC1.O>[Br:3][C:4]1[CH:13]=[CH:12][C:11]2[C:6](=[CH:7][CH:8]=[C:9]([O:14][CH2:16][CH2:17][CH2:18][CH3:19])[CH:10]=2)[CH:5]=1 |f:0.1|. Procedure details: An oil dispersion of 480 mg (50%, 10 mmol, Alfa) of sodium hydride was washed three times with petroleum ether then the residue covered with 5 ml of dry THF. To the resulting stirred slurry was added dropwise a solution of 2.00 g (8.97 mmol, Aldrich) of 6-bromo-2-naphthol, in 10 ml of THF over 10 minutes. The reaction mixture was stirred for 30 minutes then 1.70 g (9.23 mmol, Aldrich) of 1-iodobutane and 15 ml of sieve-dried DMF were added. The resulting solution was heated to 60° for two hours,... The reactants are CCO, Cl, [Na+], [OH-], CCOC(=O)C1CCN(C(=O)c2ccc(C=Cc3n[nH]c4ccccc34)cc2)CC1. Product: O=C(O)C1CCN(C(=O)c2ccc(C=Cc3n[nH]c4ccccc34)cc2)CC1. Reaction SMILES: [CH3:34][CH2:35][OH:36].[ClH:33].[Na+:32].[OH-:31].[nH:1]1[n:2][c:3]([CH:10]=[CH:11][c:12]2[cH:13][cH:14][c:15]([C:16](=[O:17])[N:18]3[CH2:19][CH2:20][CH:21]([C:24](=[O:25])[O:26][CH2:27][CH3:28])[CH2:22][CH2:23]3)[cH:29][cH:30]2)[c:4]2[cH:5][cH:6][cH:7][cH:8][c:9]12>>[nH:1]1[n:2][c:3]([CH:10]=[CH:11][c:12]2[cH:13][cH:14][c:15]([C:16](=[O:17])[N:18]3[CH2:19][CH2:20][CH:21]([C:24](=[O:25])[OH:26])[CH2:22][CH2:23]3)[cH:29][cH:30]2)[c:4]2[cH:5][cH:6][cH:7][cH:8][c:9]12. Starting materials: CO, Cc1ccc(S(=O)(=O)OC2CCC3(C)C(=CCC4C5CCC(=O)C5(C)CCC43)C2)cc1. The product is COC1CCC2(C)C(=CCC3C4CCC(=O)C4(C)CCC32)C1. Reaction SMILES: [CH3:32][OH:33].[S:1]([O:2][CH:12]1[CH2:13][C:14]2=[CH:15][CH2:16][CH:17]3[CH:18]4[CH2:19][CH2:20][C:21](=[O:31])[C:22]4([CH3:23])[CH2:24][CH2:25][CH:26]3[C:27]2([CH3:30])[CH2:28][CH2:29]1)([c:3]1[cH:4][cH:5][c:6]([CH3:7])[cH:8][cH:9]1)(=[O:10])=[O:11]>>[CH:12]1([O:33][CH3:32])[CH2:13][C:14]2=[CH:15][CH2:16][CH:17]3[CH:18]4[CH2:19][CH2:20][C:21](=[O:31])[C:22]4([CH3:23])[CH2:24][CH2:25][CH:26]3[C:27]2([CH3:30])[CH2:28][CH2:29]1. The product is CC(C)([Si](OC[C@@](N[S@](C(C)(C)C)=O)(C)C=1C=C(C(=O)OC)C=CC1)(C)C)C (methyl 3-[(6R,8S)-2,2,3,3,6,9,9-heptamethyl-8-oxo-4-oxa-8λ4-thia-7-aza-3-siladecan-6-yl]benzoate). Starting materials: BrC=1C=C(C=CC1)[C@@](CO[Si](C)(C)C(C)(C)C)(C)N[S@@](=O)C(C)(C)C ((S)—N-[(2R)-2-(3-bromophenyl)-1-{[tert-butyl(dimethyl)silyl]oxy}propan-2-yl]-2-methylpropane-2-sulfinamide), C(CCC)[Li].CCCCCC (n-butyllithium hexane), [Cl-].[NH4+] (ammonium chloride), ClC(=O)OC (methyl chloroformate). Run at time 30 minute. Reaction SMILES: Br[C:2]1[CH:3]=[C:4]([C@:8]([NH:19][S@:20]([C:22]([CH3:25])([CH3:24])[CH3:23])=[O:21])([CH3:18])[CH2:9][O:10][Si:11]([C:14]([CH3:17])([CH3:16])[CH3:15])([CH3:13])[CH3:12])[CH:5]=[CH:6][CH:7]=1.C([Li])CCC.CCCCCC.Cl[C:38]([O:40][CH3:41])=[O:39].[Cl-].[NH4+]>C1COCC1>[CH3:15][C:14]([CH3:17])([Si:11]([CH3:13])([CH3:12])[O:10][CH2:9][C@:8]([C:4]1[CH:3]=[C:2]([CH:7]=[CH:6][CH:5]=1)[C:38]([O:40][CH3:41])=[O:39])([CH3:18])[NH:19][S@@:20](=[O:21])[C:22]([CH3:25])([CH3:24])[CH3:23])[CH3:16] |f:1.2,4.5|. Run in C1CCOC1 (THF). Reported procedure: To a solution of 403 mg of (S)—N-[(2R)-2-(3-bromophenyl)-1-{[tert-butyl(dimethyl)silyl]oxy}propan-2-yl]-2-methylpropane-2-sulfinamide in 4 ml of THF was added 1.4 ml of a 1.63 M n-butyllithium/hexane solution at −78° C., followed by stirring for 30 minutes, and then 283 μl of methyl chloroformate was added dropwise thereto, followed by stirring for 1 hour. To the reaction mixture was added a saturated aqueous ammonium chloride solution, followed by extraction with ethyl acetate. The organic laye... The reactants are CSC(C(=O)OC)(C)C1=CC=C(C=C1)N1C(C=2C(C1=O)=CC=CC2)=O (Methyl α-methylthio-α-(p-phthalimidophenyl)propionate), C(Cl)Cl (Methylene chloride). The reagents and catalysts are [Zn] (zinc), S(=O)(=O)([O-])[O-].[Cu+2] (copper sulfate). The solvent is C(C)(=O)O (acetic acid). Product: O=C1N(CC2=CC=CC=C12)C1=CC=C(C=C1)C(C(=O)OC)C (methyl α-[p-(1-oxo-2-isoindolinyl)phenyl]propionate). The yield is 83.1%. Reaction SMILES: CS[C:3]([C:9]1[CH:14]=[CH:13][C:12]([N:15]2[C:19](=O)[C:18]3=[CH:21][CH:22]=[CH:23][CH:24]=[C:17]3[C:16]2=[O:25])=[CH:11][CH:10]=1)([CH3:8])[C:4]([O:6][CH3:7])=[O:5].C(Cl)Cl>C(O)(=O)C.[Zn].S([O-])([O-])(=O)=O.[Cu+2]>[O:25]=[C:16]1[C:17]2[C:18](=[CH:21][CH:22]=[CH:23][CH:24]=2)[CH2:19][N:15]1[C:12]1[CH:13]=[CH:14][C:9]([CH:3]([CH3:8])[C:4]([O:6][CH3:7])=[O:5])=[CH:10][CH:11]=1 |f:4.5|. Reported procedure: Methyl α-methylthio-α-(p-phthalimidophenyl)propionate (355 mg), 600 mg of zinc powder and 32 mg of anhydrous copper sulfate were heated under reflux for 5 hours in 3 ml of acetic acid. Methylene chloride (30 ml) was added, and the insoluble matter was separated by filtration and washed with 20 ml of methylene chloride. The filtrate and the washing were combined, washed twice with 10 ml of water, and dried over anhydrous sodium sulfate. The solvent was evaporated off under reduced pressure. The r... Starting materials: ClC1=CC2=C(COC(N2)=O)C=C1O (7-chloro-6-hydroxy-4H-3,1-benzoxazin-2-one), C1(=CC=CC=C1)S(=O)CCCCCl (4-phenylsulfinyl-butylchloride). The product is ClC1=CC2=C(COC(N2)=O)C=C1OCCCCS(=O)C1=CC=CC=C1 (7-Chloro-6-(4-phenylsulfinyl-butoxy)-4H-3,1-benzoxazin-2-one). RXN SMILES: [Cl:1][C:2]1[C:12]([OH:13])=[CH:11][C:5]2[CH2:6][O:7][C:8](=[O:10])[NH:9][C:4]=2[CH:3]=1.[C:14]1([S:20]([CH2:22][CH2:23][CH2:24][CH2:25]Cl)=[O:21])[CH:19]=[CH:18][CH:17]=[CH:16][CH:15]=1>>[Cl:1][C:2]1[C:12]([O:13][CH2:25][CH2:24][CH2:23][CH2:22][S:20]([C:14]2[CH:19]=[CH:18][CH:17]=[CH:16][CH:15]=2)=[O:21])=[CH:11][C:5]2[CH2:6][O:7][C:8](=[O:10])[NH:9][C:4]=2[CH:3]=1. Procedure: Prepared analogously to Example 4 from 7-chloro-6-hydroxy-4H-3,1-benzoxazin-2-one and 4-phenylsulfinyl-butylchloride. The reactants are CC=1N=C2N(C=CC=3[C@]([C@@H]([C@H](NC23)C2=CC=CC=C2)O)(O)C)C1C ((7R,8R,9R)-2,3,7-trimethyl-7,8-dihydroxy-9-phenyl-7,8,9,10-tetrahydroimidazo[1,2-h][1,7]naphthyridine), S(O)(O)(=O)=O (sulfuric acid), C(O)([O-])=O.[Na+] (sodium hydrogencarbonate). Solvent: COCCO (2-methoxyethanol). Conditions: time 48 hour. The product is CC=1N=C2N(C=CC=3C([C@@H]([C@H](NC23)C2=CC=CC=C2)O)=C)C1C ((8S,9R)-2,3-Dimethyl-8-hydroxy-7-methylidene-9-phenyl-7,8,9,10-tetrahydroimidazo[1,2-h][1,7]-naphthyridine). The yield is 23.3%. As a reaction SMILES: [CH3:1][C:2]1[N:3]=[C:4]2[C:13]3[NH:12][C@H:11]([C:14]4[CH:19]=[CH:18][CH:17]=[CH:16][CH:15]=4)[C@@H:10]([OH:20])[C@:9]([CH3:22])(O)[C:8]=3[CH:7]=[CH:6][N:5]2[C:23]=1[CH3:24].S(=O)(=O)(O)O.C(=O)([O-])O.[Na+]>COCCO>[CH3:1][C:2]1[N:3]=[C:4]2[C:13]3[NH:12][C@H:11]([C:14]4[CH:19]=[CH:18][CH:17]=[CH:16][CH:15]=4)[C@@H:10]([OH:20])[C:9](=[CH2:22])[C:8]=3[CH:7]=[CH:6][N:5]2[C:23]=1[CH3:24] |f:2.3|. Procedure: A mixture of 1.0 g of (7R,8R,9R)-2,3,7-trimethyl-7,8-dihydroxy-9-phenyl-7,8,9,10-tetrahydroimidazo[1,2-h][1,7]naphthyridine and 0.45 g of conc. sulfuric acid in 15 ml of 2-methoxyethanol is vigorously stirred at room temperature for 48 h, the reaction mixture is poured into 50 ml of saturated aqueous sodium hydrogencarbonate solution, extracted three times with 50 ml of dichloromethane each time, and the organic phases are combined and washed with a little water. After stripping off the solvent ...